From a dataset of the Open Reaction Database (ORD), a public repository of structured organic reaction records. describe an organic reaction: reactants, conditions, products, and yield The reactants are C(C1=CC=CC=C1)S (Benzyl mercaptan), OOS(=O)[O-].[K+] (Oxone), CS(=O)(=O)NC1=CC=C(C=C1)C(CC(C(=O)O)=C)=O (4-(4-Methylsulfonylamino-phenyl)-2-methylene-4-oxo-butyric acid), CO (Methanol). The reagents and catalysts are CN(C)C=1C=CN=CC1 (DMAP). Solvent: CN(C)C=O (DMF). Conditions: time 16 hour. Product: CS(=O)(=O)NC1=CC=C(C=C1)C(CC(C(=O)O)CS(=O)(=O)CC1=CC=CC=C1)=O (4-(4-Methylsulfonylamino-phenyl)-4-oxo-2-benzylsulfonylmethyl-butyric acid). RXN SMILES: [CH3:1][S:2]([NH:5][C:6]1[CH:11]=[CH:10][C:9]([C:12](=[O:19])[CH2:13][C:14](=[CH2:18])[C:15]([OH:17])=[O:16])=[CH:8][CH:7]=1)(=[O:4])=[O:3].[CH2:20](S)[C:21]1[CH:26]=[CH:25][CH:24]=[CH:23][CH:22]=1.CO.O[O:31][S:32]([O-:34])=O.[K+]>CN(C=O)C.CN(C1C=CN=CC=1)C>[CH3:1][S:2]([NH:5][C:6]1[CH:7]=[CH:8][C:9]([C:12](=[O:19])[CH2:13][CH:14]([CH2:18][S:32]([CH2:20][C:21]2[CH:26]=[CH:25][CH:24]=[CH:23][CH:22]=2)(=[O:34])=[O:31])[C:15]([OH:17])=[O:16])=[CH:10][CH:11]=1)(=[O:4])=[O:3] |f:3.4|. Procedure: 4-(4-Methylsulfonylamino-phenyl)-2-methylene-4-oxo-butyric acid (800 mg, 2.83 mmol) was dissolved in DMF (5 mL). Benzyl mercaptan (0.5 mL, 4.25 mmol) and DMAP (200 mg, 1.6 mmol) were added. The mixture was stirred at ambient temperature for 16 hours. Methanol (200 mL) was added and, under vigorous stirring, a saturated aqueous solution of Oxone® (15 g, 24.4 mmol) was added in one portion. Stirring was continued for 2 hours. Methanol was removed under vacuum and the aqueous residue was diluted wi... The reactants are NC=1N=C(N(C1C(=O)OCC)C)SC (ethyl 4-amino-1-methyl-2-(methylthio)imidazole-5-carboxylate), ICCCC (1-iodobutane), C[Si](C)(C)[N-][Si](C)(C)C.[Na+] (sodium bis(trimethylsilyl)amide), O1CCCC1 (tetrahydrofuran). The solvent is CN(C=O)C (dimethylformamide), C(C)(=O)OCC (ethyl acetate). Reaction conditions: time 1 hour. Product: C(CCC)NC=1N=C(N(C1C(=O)OCC)C)SC (Ethyl 4-butylamino-1-methyl-2-(methylthio)imidazole-5-carboxylate). Isolated yield 71.2%. RXN SMILES: [NH2:1][C:2]1[N:3]=[C:4]([S:13][CH3:14])[N:5]([CH3:12])[C:6]=1[C:7]([O:9][CH2:10][CH3:11])=[O:8].C[Si]([N-][Si](C)(C)C)(C)C.[Na+].O1[CH2:29][CH2:28][CH2:27][CH2:26]1.ICCCC>CN(C)C=O.C(OCC)(=O)C>[CH2:26]([NH:1][C:2]1[N:3]=[C:4]([S:13][CH3:14])[N:5]([CH3:12])[C:6]=1[C:7]([O:9][CH2:10][CH3:11])=[O:8])[CH2:27][CH2:28][CH3:29] |f:1.2|. Reported procedure: To ethyl 4-amino-1-methyl-2-(methylthio)imidazole-5-carboxylate (3.014 g, 14.00 mmol), prepared by the method of Gompper et al., Tetrahedron Lett. 1885 (1966), in dimethylformamide (50 mL) at 0° C. was added a solution of 1.0M sodium bis(trimethylsilyl)amide in tetrahydrofuran (14.0 mL, 14.0 mmol). After 1 hour, 1-iodobutane (1.75 mL, 15.4 mmol) was added and the reaction was stirred at ambient temperature for 18 hours. The mixture was diluted with ethyl acetate, washed with water and brine, dri... Reaction SMILES: C([N:3]([CH2:14][CH3:15])[C:4](=[O:13])[C:5]1[CH:10]=[CH:9][CH:8]=[C:7]([Cl:11])[C:6]=1[CH3:12])C.[OH:16][CH2:17][C@H:18]1[CH2:22][CH2:21][CH2:20][N:19]1[CH2:23]CC(N(OC)C)=O>>[Cl:11][C:7]1[CH:8]=[CH:9][CH:10]=[C:5]2[C:6]=1[CH:12]=[C:14]([CH2:15][CH2:23][N:19]1[CH2:20][CH2:21][CH2:22][C@@H:18]1[CH2:17][OH:16])[NH:3][C:4]2=[O:13]. Procedure details: In the same manner as in Example 16b and using N,N-diethyl-3-chloro-2-methylbenzamide (3.35 g) and (R)-3-(2-hydroxymethylpyrrolidin-1-yl)-N-methoxy-N-methylpropanamide (3.22 g), (R)-5-chloro-3-[2-(2-hydroxymethylpyrrolidin-1-yl)ethyl]-2H-isoquinolin-1-one (645 mg) was obtained. Yield: 14.2%. Reactants: C(C)N(C(C1=C(C(=CC=C1)Cl)C)=O)CC (N,N-diethyl-3-chloro-2-methylbenzamide), OC[C@@H]1N(CCC1)CCC(=O)N(C)OC ((R)-3-(2-hydroxymethylpyrrolidin-1-yl)-N-methoxy-N-methylpropanamide). The product is ClC1=C2C=C(NC(C2=CC=C1)=O)CCN1[C@H](CCC1)CO ((R)-5-chloro-3-[2-(2-hydroxymethylpyrrolidin-1-yl)ethyl]-2H-isoquinolin-1-one).